The task is: describe an organic reaction: reactants, conditions, products, and yield. This data is from the Open Reaction Database (ORD), a public repository of structured organic reaction records. Starting materials: C1(=CC=CC=C1)NC(=O)C=1C(=CC2=CC=C(C=C2C1)C(=O)OC)C(=O)[O-].[Na+] (sodium 3-phenylaminocarbonyl-6-methoxycarbonyl-2-naphthoate), O (water), [OH-].[Na+] (sodium hydroxide). Run in CO (methanol). Reaction conditions: time 8 hour. Product: OC1=CC2=CC=C(C=C2C=C1C(=O)NC1=CC=CC=C1)C(=O)O (2-hydroxy-3-phenylaminocarbonyl-6-hydroxycarbonylnaphthalene). Isolated yield 85.0%. Reaction SMILES: [C:1]1([NH:7][C:8]([C:10]2[C:11](C([O-])=O)=[CH:12][C:13]3[C:18]([CH:19]=2)=[CH:17][C:16]([C:20]([O:22]C)=[O:21])=[CH:15][CH:14]=3)=[O:9])[CH:6]=[CH:5][CH:4]=[CH:3][CH:2]=1.[Na+].[OH2:28].[OH-].[Na+]>CO>[OH:28][C:11]1[C:10]([C:8]([NH:7][C:1]2[CH:6]=[CH:5][CH:4]=[CH:3][CH:2]=2)=[O:9])=[CH:19][C:18]2[C:13](=[CH:14][CH:15]=[C:16]([C:20]([OH:22])=[O:21])[CH:17]=2)[CH:12]=1 |f:0.1,3.4|. Reported procedure: Sodium 3-phenylaminocarbonyl-6-methoxycarbonyl-2-naphthoate (0.081 g) obtained in Example 29 was suspended in methanol (8.10 g) and deionized water (8.13 g) and 1N-sodium hydroxide (4.0 g) was added dropwise under ice-cooling, followed by stirring overnight. The reaction solution was freeze-dried and the resultant solid was dissolved in water. The solution was acidified with diluted hydrochloric acid and the deposited crystal was filtered. The crystal was dried under reduced pressure to obtain 0... Reactants: C(C1=CC=CC=C1)N1CC(CC2=CC(=CC=C12)Br)NS(=O)(=O)C1=CC=CC=C1 (N-(1-benzyl-6-bromo-1,2,3,4-tetrahydroquinolin-3-yl)-benzenesulfonamide), C1(=CC=CC=C1)O (phenol), C(=O)([O-])[O-].[K+].[K+] (K2CO3). The reagents and catalysts are [Cu](I)I (copper iodide). Solvent: CN(C)C=O (DMF). Run at temperature 200 celsius, time 16 hour. The product is C(C1=CC=CC=C1)N1CC(CC2=CC(=CC=C12)OC1=CC=CC=C1)NS(=O)(=O)C1=CC=CC=C1 (N-(1-Benzyl-6-phenoxy-1,2,3,4-tetrahydroquinolin-3-yl)benzenesulfonamide). Isolated yield 7.1%. Reaction SMILES: [CH2:1]([N:8]1[C:17]2[C:12](=[CH:13][C:14](Br)=[CH:15][CH:16]=2)[CH2:11][CH:10]([NH:19][S:20]([C:23]2[CH:28]=[CH:27][CH:26]=[CH:25][CH:24]=2)(=[O:22])=[O:21])[CH2:9]1)[C:2]1[CH:7]=[CH:6][CH:5]=[CH:4][CH:3]=1.[C:29]1([OH:35])[CH:34]=[CH:33][CH:32]=[CH:31][CH:30]=1.C([O-])([O-])=O.[K+].[K+]>CN(C=O)C.[Cu](I)I>[CH2:1]([N:8]1[C:17]2[C:12](=[CH:13][C:14]([O:35][C:29]3[CH:34]=[CH:33][CH:32]=[CH:31][CH:30]=3)=[CH:15][CH:16]=2)[CH2:11][CH:10]([NH:19][S:20]([C:23]2[CH:28]=[CH:27][CH:26]=[CH:25][CH:24]=2)(=[O:22])=[O:21])[CH2:9]1)[C:2]1[CH:7]=[CH:6][CH:5]=[CH:4][CH:3]=1 |f:2.3.4|. Reported procedure: A suspension of 87B (55 mg, 0.12 mmol), phenol (33.9 mg, 0.36 mmol), K2CO3 (50 mg, 0.36 mmol) and copper iodide (17.1 mg, 0.09 mmol) in DMF (1.0 mL) was heated at 200° C. in a sealed tube with stirring for 16 h. After cooling to RT, the reaction mixture was filtered, the filtrate purified using preparative HPLC (YMC S5 ODS 20×100 mm) eluting with MeOH (70-100%) in 1120 for 8 min, and then 100% MeOH in H2O for 7 min to give the title compound (4 mg) as a light brownish solid. HPLC: 91% at 6.99 mi... Starting materials: BrCCCCCCc1cccc(OCc2ccccc2)c1OCc1ccccc1, O=C([O-])[O-], CCOC(=O)c1ccc(O)cc1, CC(C)=O, [I-], [K+], [K+], [Na+]. The product is CCOC(=O)c1ccc(OCCCCCCc2cccc(OCc3ccccc3)c2OCc2ccccc2)cc1. Reaction SMILES: [Br:1][CH2:2][CH2:3][CH2:4][CH2:5][CH2:6][CH2:7][c:8]1[c:9]([O:22][CH2:23][c:24]2[cH:25][cH:26][cH:27][cH:28][cH:29]2)[c:10]([O:14][CH2:15][c:16]2[cH:17][cH:18][cH:19][cH:20][cH:21]2)[cH:11][cH:12][cH:13]1.[C:42](=[O:43])([O-:44])[O-:45].[CH2:30]([CH3:31])[O:32][C:33]([c:34]1[cH:35][cH:36][c:37]([OH:40])[cH:38][cH:39]1)=[O:41].[CH3:50][C:51](=[O:52])[CH3:53].[I-:49].[K+:46].[K+:47].[Na+:48]>>[CH2:2]([CH2:3][CH2:4][CH2:5][CH2:6][CH2:7][c:8]1[c:9]([O:22][CH2:23][c:24]2[cH:25][cH:26][cH:27][cH:28][cH:29]2)[c:10]([O:14][CH2:15][c:16]2[cH:17][cH:18][cH:19][cH:20][cH:21]2)[cH:11][cH:12][cH:13]1)[O:40][c:37]1[cH:36][cH:35][c:34]([C:33]([O:32][CH2:30][CH3:31])=[O:41])[cH:39][cH:38]1.